From a dataset of the Open Reaction Database (ORD), a public repository of structured organic reaction records. describe an organic reaction: reactants, conditions, products, and yield RXN SMILES: [CH3:55][c:56]1[cH:57][cH:58][cH:59][cH:60][cH:61]1.[CH:30]([N:31]([CH:32]([CH3:33])[CH3:34])[CH2:35][CH3:36])([CH3:37])[CH3:38].[Cl:1][c:2]1[cH:3][c:4]([S:9](=[O:10])(=[O:11])[N:12]([c:13]2[cH:14][c:15]3[c:19]([cH:20][cH:21]2)[NH:18][CH2:17][CH2:16]3)[CH2:22][C:23](=[O:24])[O:25][C:26]([CH3:27])([CH3:28])[CH3:29])[cH:5][c:6]([Cl:8])[cH:7]1.[Cl:39][C:40]([Cl:41])=[O:42].[Cl:52][CH2:53][Cl:54].[H-:50].[NH2:43][c:44]1[cH:45][cH:46][n:47][cH:48][cH:49]1.[Na+:51].[O:62]1[CH2:63][CH2:64][CH2:65][CH2:66]1>>[Cl:1][c:2]1[cH:3][c:4]([S:9](=[O:10])(=[O:11])[N:12]([c:13]2[cH:14][c:15]3[c:19]([cH:20][cH:21]2)[N:18]([C:40](=[O:42])[NH:43][c:44]2[cH:45][cH:46][n:47][cH:48][cH:49]2)[CH2:17][CH2:16]3)[CH2:22][C:23](=[O:24])[O:25][C:26]([CH3:27])([CH3:28])[CH3:29])[cH:5][c:6]([Cl:8])[cH:7]1. Starting materials: Cc1ccccc1, CCN(C(C)C)C(C)C, CC(C)(C)OC(=O)CN(c1ccc2c(c1)CCN2)S(=O)(=O)c1cc(Cl)cc(Cl)c1, O=C(Cl)Cl, ClCCl, [H-], Nc1ccncc1, [Na+], C1CCOC1. The product is CC(C)(C)OC(=O)CN(c1ccc2c(c1)CCN2C(=O)Nc1ccncc1)S(=O)(=O)c1cc(Cl)cc(Cl)c1. The reactants are NC1=CC(=C(C(=O)NC2CC2)C=C1N)Cl (4,5-diamino-2-chloro-N-cyclopropylbenzamide), ClC(C(OC)=N)(Cl)Cl (methyl 2,2,2-trichloroacetimidate). Run in C(C)(=O)O (acetic acid). Run at time 16 hour. The product is ClC=1C(=CC2=C(NC(=N2)C(Cl)(Cl)Cl)C1)C(=O)NC1CC1 (6-chloro-N-cyclopropyl-2-(trichloromethyl)-1H-benzimidazole-5-carboxamide). As a reaction SMILES: [NH2:1][C:2]1[C:13]([NH2:14])=[CH:12][C:5]([C:6]([NH:8][CH:9]2[CH2:11][CH2:10]2)=[O:7])=[C:4]([Cl:15])[CH:3]=1.[Cl:16][C:17]([Cl:23])([Cl:22])[C:18](=N)OC>C(O)(=O)C>[Cl:15][C:4]1[C:5]([C:6]([NH:8][CH:9]2[CH2:11][CH2:10]2)=[O:7])=[CH:12][C:13]2[N:14]=[C:18]([C:17]([Cl:23])([Cl:22])[Cl:16])[NH:1][C:2]=2[CH:3]=1. Procedure details: To a solution of 4,5-diamino-2-chloro-N-cyclopropylbenzamide (4.1 g, 18.2 mmol) in glacial acetic acid (50 ml) was added, at 0° C., methyl 2,2,2-trichloroacetimidate (2.21 ml, 18.2 mmol). The reaction mixture was stirred at room temperature for 16 h and then the solvent was removed under reduced pressure. The 6-chloro-N-cyclopropyl-2-(trichloromethyl)-1H-benzimidazole-5-carboxamide was used for Stage 4 directly without purification. The reactants are O=C(Br)CBr, CCOC(C)=O, ClCCl, CC(C)(C)OC(=O)Nc1nc(-c2ccc(N)cc2)cs1, c1ccncc1. The product is CC(C)(C)OC(=O)Nc1nc(-c2ccc(NC(=O)CBr)cc2)cs1. As a reaction SMILES: [Br:1][CH2:2][C:3](=[O:4])[Br:5].[CH3:35][CH2:36][O:37][C:38]([CH3:39])=[O:40].[Cl:32][CH2:33][Cl:34].[NH2:6][c:7]1[cH:8][cH:9][c:10](-[c:13]2[n:14][c:15]([NH:18][C:19]([O:20][C:21]([CH3:22])([CH3:23])[CH3:24])=[O:25])[s:16][cH:17]2)[cH:11][cH:12]1.[cH:26]1[cH:27][cH:28][n:29][cH:30][cH:31]1>>[Br:1][CH2:2][C:3](=[O:4])[NH:6][c:7]1[cH:8][cH:9][c:10](-[c:13]2[n:14][c:15]([NH:18][C:19]([O:20][C:21]([CH3:22])([CH3:23])[CH3:24])=[O:25])[s:16][cH:17]2)[cH:11][cH:12]1.